Dataset: the Open Reaction Database (ORD), a public repository of structured organic reaction records. Task: describe an organic reaction: reactants, conditions, products, and yield Starting materials: C(C)(C)(C)O[C@H](C(=O)OCC)C1=C(C2=C(N=C(S2)C2=CC(=NC=C2)N2C=CC=3C=CC=NC3C2=O)C=C1C)C1=CC=C(C=C1)Cl ((S)-ethyl 2-tert-butoxy-2-(7-(4-chlorophenyl)-5-methyl-2-(2-(8-oxo-1,7-naphthyridin-7(8H)-yl)pyridin-4-yl)benzo[d]thiazol-6-yl)acetate), [Li+].[I-] (LiI). The solvent is N1=CC=CC=C1 (pyridine). Conditions: temperature 170 celsius. Product: C(C)(C)(C)O[C@H](C(=O)O)C1=C(C2=C(N=C(S2)C2=CC(=NC=C2)N2C=CC=3C=CC=NC3C2=O)C=C1C)C1=CC=C(C=C1)Cl ((S)-2-tert-butoxy-2-(7-(4-chlorophenyl)-5-methyl-2-(2-(8-oxo-1,7-naphthyridin-7(8H)-yl)pyridin-4-yl)benzo[d]thiazol-6-yl)acetic acid). RXN SMILES: [C:1]([O:5][C@@H:6]([C:12]1[C:37]([CH3:38])=[CH:36][C:15]2[N:16]=[C:17]([C:19]3[CH:24]=[CH:23][N:22]=[C:21]([N:25]4[C:34](=[O:35])[C:33]5[N:32]=[CH:31][CH:30]=[CH:29][C:28]=5[CH:27]=[CH:26]4)[CH:20]=3)[S:18][C:14]=2[C:13]=1[C:39]1[CH:44]=[CH:43][C:42]([Cl:45])=[CH:41][CH:40]=1)[C:7]([O:9]CC)=[O:8])([CH3:4])([CH3:3])[CH3:2].[Li+].[I-]>N1C=CC=CC=1>[C:1]([O:5][C@@H:6]([C:12]1[C:37]([CH3:38])=[CH:36][C:15]2[N:16]=[C:17]([C:19]3[CH:24]=[CH:23][N:22]=[C:21]([N:25]4[C:34](=[O:35])[C:33]5[N:32]=[CH:31][CH:30]=[CH:29][C:28]=5[CH:27]=[CH:26]4)[CH:20]=3)[S:18][C:14]=2[C:13]=1[C:39]1[CH:44]=[CH:43][C:42]([Cl:45])=[CH:41][CH:40]=1)[C:7]([OH:9])=[O:8])([CH3:4])([CH3:2])[CH3:3] |f:1.2|. Procedure details: To a solution of (S)-ethyl 2-tert-butoxy-2-(7-(4-chlorophenyl)-5-methyl-2-(2-(8-oxo-1,7-naphthyridin-7(8H)-yl)pyridin-4-yl)benzo[d]thiazol-6-yl)acetate (7.9 mg, 0.012 mmol) in pyridine (0.6 mL) was added LiI (75 mg, excess). The reaction mixture was heating in a microwave at 170° C. for 90 min. The mixture was concentrated in vacuo and then purified by reverse phase HPLC, eluting by 0-100% acetonitrile in H2O with 0.1% TFA to give the desired product. LCMS-ESI+ (m/z): [M+H]+ calcd for C33H28ClN4... The reactants are 1,1-carbonyldiimidazole, C(C)OC(CSC1=CN=C(S1)N)=O ((2-amino-thiazol-5-ylsulfanyl)-acetic acid ethyl ester), C1CCOC1 (THF), C1(CCCC1)N[C@@H]1CC[C@H](CC1)CC (cyclopentyl-(trans-4-ethyl-cyclohexyl)-amine). The reagents and catalysts are CN(C)C=1C=CN=CC1 (DMAP). Conditions: temperature 55 celsius, time 8 hour. Yields the product C(C)OC(CSC1=CN=C(S1)NC(=O)N([C@@H]1CC[C@H](CC1)CC)C1CCCC1)=O ({2-[3-cyclopentyl-3-(trans-4-ethyl-cyclohexyl)-ureido]-thiazol-5-ylsulfanyl}-acetic acid ethyl ester). Reaction SMILES: [CH2:1]([O:3][C:4](=[O:13])[CH2:5][S:6][C:7]1[S:11][C:10]([NH2:12])=[N:9][CH:8]=1)[CH3:2].[CH:14]1([NH:19][C@H:20]2[CH2:25][CH2:24][C@H:23]([CH2:26][CH3:27])[CH2:22][CH2:21]2)[CH2:18][CH2:17][CH2:16][CH2:15]1.C1C[O:31][CH2:30]C1>CN(C1C=CN=CC=1)C>[CH2:1]([O:3][C:4](=[O:13])[CH2:5][S:6][C:7]1[S:11][C:10]([NH:12][C:30]([N:19]([CH:14]2[CH2:15][CH2:16][CH2:17][CH2:18]2)[C@H:20]2[CH2:21][CH2:22][C@H:23]([CH2:26][CH3:27])[CH2:24][CH2:25]2)=[O:31])=[N:9][CH:8]=1)[CH3:2]. Procedure details: An equimolar mixture of 1,1-carbonyldiimidazole, (2-amino-thiazol-5-ylsulfanyl)-acetic acid ethyl ester and DMAP (5 mol %) in THF was heated for 5 h at 50-60° C. and then cooled to room temperature. Then cyclopentyl-(trans-4-ethyl-cyclohexyl)-amine (1 equivalent; see Step 2) was added and the reaction is stirred overnight at room temperature. The reaction mixture was quenched with water. The organic phase was isolated and the aqueous phase was extracted with CH2Cl2, and the combined organic phas...